From a dataset of the Open Reaction Database (ORD), a public repository of structured organic reaction records. describe an organic reaction: reactants, conditions, products, and yield RXN SMILES: [C:1]1([S:7]([C:10]([CH:15]2[CH2:27][CH2:26][C:25]3[C:24]4[C:19](=[CH:20][CH:21]=[C:22]([Cl:28])[CH:23]=4)[N:18](COC)[C:17]=3[CH2:16]2)([CH3:14])[CH2:11][O:12][CH3:13])(=[O:9])=[O:8])[CH:6]=[CH:5][CH:4]=[CH:3][CH:2]=1.C([O-])(O)=O.[Na+]>CO.C1COCC1.Cl>[C:1]1([S:7]([C:10]([CH:15]2[CH2:27][CH2:26][C:25]3[C:24]4[C:19](=[CH:20][CH:21]=[C:22]([Cl:28])[CH:23]=4)[NH:18][C:17]=3[CH2:16]2)([CH3:14])[CH2:11][O:12][CH3:13])(=[O:9])=[O:8])[CH:6]=[CH:5][CH:4]=[CH:3][CH:2]=1 |f:1.2,3.4|. Run at temperature 55 celsius, time 6 hour. Yields the product C1(=CC=CC=C1)S(=O)(=O)C(COC)(C)C1CC=2NC3=CC=C(C=C3C2CC1)Cl ((RS,SR)-2-(1-benzenesulfonyl-2-methoxy-1-methyl-ethyl)-6-chloro-2,3,4,9-tetrahydro-1H-carbazole). Reagents/catalysts: Cl (HCl). Procedure details: 95 mg (0.20 mmol) of (RS,SR)-2-(1-benzenesulfonyl-2-methoxy-1-methyl-ethyl)-6-chloro-9-methoxymethyl-2,3,4,9-tetrahydro-1H-carbazole were dissolved in 8 mL of MeOH/THF 1:1, and 5 drops of HCl 12M were added. The temperature was raised to 55° C. and the solution was stirred for 6 hours. By adding 2M NaHCO3 the solution was neutralized to pH=7, and the mixture was extracted with EtOAc. Column chromatography on silica gel with heptane/EtOAc 2:1 yielded 11 mg (13%) of (RS,SR)-2-(1-benzenesulfonyl-2-... The reactants are C1(=CC=CC=C1)S(=O)(=O)C(COC)(C)C1CC=2N(C3=CC=C(C=C3C2CC1)Cl)COC ((RS,SR)-2-(1-benzenesulfonyl-2-methoxy-1-methyl-ethyl)-6-chloro-9-methoxymethyl-2,3,4,9-tetrahydro-1H-carbazole), C(=O)(O)[O-].[Na+] (NaHCO3). Run in CO.C1CCOC1 (MeOH THF). Yield: 13.2%. The reactants are ClC1=NC=CC(=N1)C=1C=CC(=C(C=O)C1)OC (5-(2-Chloro-pyrimidin-4-yl)-2-methoxy-benzaldehyde), C(C)(C)(C)OC(=O)N1CCC(CC1)N (4-Amino-piperidine-1-carboxylic acid tert-butyl ester), 433. Product: C(C)(C)(C)OC(=O)N1CCC(CC1)NCC1=C(C=CC(=C1)C1=NC(=NC=C1)Cl)OC (4-[5-(2-Chloro-pyrimidin-4-yl)-2-methoxy-benzylamino]-piperidine-1-carboxylic acid tert-butyl ester). As a reaction SMILES: [Cl:1][C:2]1[N:7]=[C:6]([C:8]2[CH:9]=[CH:10][C:11]([O:16][CH3:17])=[C:12]([CH:15]=2)[CH:13]=O)[CH:5]=[CH:4][N:3]=1.[C:18]([O:22][C:23]([N:25]1[CH2:30][CH2:29][CH:28]([NH2:31])[CH2:27][CH2:26]1)=[O:24])([CH3:21])([CH3:20])[CH3:19]>>[C:18]([O:22][C:23]([N:25]1[CH2:30][CH2:29][CH:28]([NH:31][CH2:13][C:12]2[CH:15]=[C:8]([C:6]3[CH:5]=[CH:4][N:3]=[C:2]([Cl:1])[N:7]=3)[CH:9]=[CH:10][C:11]=2[O:16][CH3:17])[CH2:27][CH2:26]1)=[O:24])([CH3:21])([CH3:19])[CH3:20]. Procedure details: Intermediate 86 was coupled with 4-Amino-piperidine-1-carboxylic acid tert-butyl ester following procedure B. LC-MS showed the product was >95% pure and had the expected M+H+ of 433. The solvent is CO (methanol). Conditions: time 16 hour. Reported procedure: NIS (220 mg, 0.98 mmol) and HTIB (39 mg, 0.98 mmol) were added in one portion to a stirring solution containing 2-methyl-1-cyclopentanol in 10 mL of methanol. The reaction mixture was protected from light and stirred at room temperature for 16 hours. The reaction was worked up as usual. After evaporation of solvent under vacuum a light green oily residue was obtained (323 mg). The GC/Ms spectrum of the crude residue showed that starting material was present along with iodobenzene and the product... RXN SMILES: [CH2:1]1[C:6](=O)N(I)[C:3](=[O:4])[CH2:2]1.CC1C=CC(S(O[I:20](O)[C:21]2[CH:26]=[CH:25][CH:24]=[CH:23][CH:22]=2)(=O)=O)=CC=1.[CH3:28][CH:29]1CCC[CH:30]1O.I[C:36]1C=CC=CC=1>CO>[I:20][C:21](=[C:26]1[CH2:25][CH2:24][CH2:23][CH:22]1[CH3:36])[C:3]([C:2]1[CH:1]=[CH:6][CH:30]=[CH:29][CH:28]=1)=[O:4]. The reactants are ( m ), IC1=CC=CC=C1 (iodobenzene), ( w ), ( m ), ( m ), ( m ), ( w ), C1CC(=O)N(C1=O)I (NIS), CC1=CC=C(C=C1)S(=O)(=O)OI(C2=CC=CC=C2)O (HTIB), ( w ), ( 49 ), crude residue, ( m ), CC1C(CCC1)O (2-methyl-1-cyclopentanol), 1245(s), ( m ), ( s ). Yields the product IC(C(=O)C1=CC=CC=C1)=C1C(CCC1)C (2-iodo-2-(2'-methylcyclopentylidene)-1-phenylethanone). Reaction SMILES: [C:1]([CH3:2])([CH3:3])([CH3:4])[c:5]1[cH:6][cH:7][c:8]([S:11][c:12]2[c:13]([N+:31](=[O:32])[O-:33])[cH:14][c:15]([NH:18][C:19]([c:20]3[cH:21][c:22]([C:26]([F:27])([F:28])[F:29])[cH:23][cH:24][cH:25]3)=[O:30])[cH:16][cH:17]2)[cH:9][cH:10]1.[CH3:40][c:41]1[cH:42][cH:43][c:44]([SH:45])[cH:46][cH:47]1.[K+:34].[K+:35].[O-:36][C:37]([O-:38])=[O:39].[O:48]=[CH:49][N:50]([CH3:51])[CH3:52].[OH2:53]>>[CH3:1][c:5]1[cH:6][cH:7][c:8]([S:11][c:12]2[c:13]([N+:31](=[O:32])[O-:33])[cH:14][c:15]([NH:18][C:19]([c:20]3[cH:21][c:22]([C:26]([F:27])([F:28])[F:29])[cH:23][cH:24][cH:25]3)=[O:30])[cH:16][cH:17]2)[cH:9][cH:10]1. Product: Cc1ccc(Sc2ccc(NC(=O)c3cccc(C(F)(F)F)c3)cc2[N+](=O)[O-])cc1. Reactants: CC(C)(C)c1ccc(Sc2ccc(NC(=O)c3cccc(C(F)(F)F)c3)cc2[N+](=O)[O-])cc1, Cc1ccc(S)cc1, [K+], [K+], O=C([O-])[O-], CN(C)C=O, O. The reactants are NCCCCN1C=NC=2C(=NC=3C=CC=CC3C21)N (1-(4-aminobutyl)-1H-imidazo[4,5-c]quinolin-4-amine), C(C)OC1=C(C2=CC=CC=C2C=C1)C(=O)Cl (2-ethoxy-1-naphthoyl chloride). Product: NC1=NC=2C=CC=CC2C2=C1N=CN2CCCCNC(=O)C2=C(C=CC1=CC=CC=C21)OCC (N1-[4-(4-amino-1H-imidazo [4,5-c]quinolin-1-yl)butyl]-2-ethoxy-1-naphthamide). As a reaction SMILES: [NH2:1][CH2:2][CH2:3][CH2:4][CH2:5][N:6]1[C:18]2[C:17]3[CH:16]=[CH:15][CH:14]=[CH:13][C:12]=3[N:11]=[C:10]([NH2:19])[C:9]=2[N:8]=[CH:7]1.[CH2:20]([O:22][C:23]1[CH:32]=[CH:31][C:30]2[C:25](=[CH:26][CH:27]=[CH:28][CH:29]=2)[C:24]=1[C:33](Cl)=[O:34])[CH3:21]>>[NH2:19][C:10]1[C:9]2[N:8]=[CH:7][N:6]([CH2:5][CH2:4][CH2:3][CH2:2][NH:1][C:33]([C:24]3[C:25]4[C:30](=[CH:29][CH:28]=[CH:27][CH:26]=4)[CH:31]=[CH:32][C:23]=3[O:22][CH2:20][CH3:21])=[O:34])[C:18]=2[C:17]2[CH:16]=[CH:15][CH:14]=[CH:13][C:12]=2[N:11]=1. Reported procedure: According to the general method of Example 14, 1-(4-aminobutyl)-1H-imidazo[4,5-c]quinolin-4-amine and 2-ethoxy-1-naphthoyl chloride were combined to provide N1-[4-(4-amino-1H-imidazo [4,5-c]quinolin-1-yl)butyl]-2-ethoxy-1-naphthamide as a white powder, m.p. 219° C. (decomposition). 1H NMR (300 MHz, DMSO-d6) δ 8.33 (t, J=5.8 Hz, 1H), 8.22 (s, 1H), 8.09 (d, J=8.0 Hz, 1H), 7.91 (d, J=8.7 Hz, 1H), 7.87-7.84 (m, 1H), 7.64-7.56 (m, 2H), 7.47-7.22 (m, 5H), 6.60 (s, 2H), 4.69 (t, J=7.2 Hz, 2H), 4.09 (q,... Starting materials: C1CCC2=CC(=CC=C12)NC(C1=C(C=CC(=C1)[N+](=O)[O-])C=1SC=CC1)=O (N-(Indan-5-yl)-5-nitro-2-(thiophen-2-yl)-benzamide), C1CCC2=CC(=CC=C12)NC(C1=C(C=CC(=C1)[N+](=O)[O-])C=1SC=CC1)=O (N-(indan-5-yl)-5-nitro-2-thiophen-2-yl-benzamide). Reagents/catalysts: [Pd] (palladium on carbon). Run in C(C)(=O)OCC (ethyl acetate). Reaction conditions: time 16 hour. The product is NC=1C=CC(=C(C(=O)NC=2C=C3CCCC3=CC2)C1)C=1SC=CC1 (5-amino-N-(indan-5-yl)-2-(thiophen-2-yl)-benzamide). RXN SMILES: [CH2:1]1[C:9]2[C:4](=[CH:5][C:6]([NH:10][C:11](=[O:26])[C:12]3[CH:17]=[C:16]([N+:18]([O-])=O)[CH:15]=[CH:14][C:13]=3[C:21]3[S:22][CH:23]=[CH:24][CH:25]=3)=[CH:7][CH:8]=2)[CH2:3][CH2:2]1>C(OCC)(=O)C.[Pd]>[NH2:18][C:16]1[CH:15]=[CH:14][C:13]([C:21]2[S:22][CH:23]=[CH:24][CH:25]=2)=[C:12]([CH:17]=1)[C:11]([NH:10][C:6]1[CH:5]=[C:4]2[C:9](=[CH:8][CH:7]=1)[CH2:1][CH2:2][CH2:3]2)=[O:26]. Reported procedure: A solution of the compound of Example 5, N-(indan-5-yl)-5-nitro-2-thiophen-2-yl-benzamide (0.083 g, 0.228 mmol) in ethyl acetate (10 mL) is degassed and 10% palladium on carbon added. The reaction mixture is evacuated and placed under 1 atm H2(g) for 16 h. Filtration of the reaction mixture through Celite is followed by concentration of the filtrate under reduced pressure to give 5-amino-N-(indan-5-yl)-2-(thiophen-2-yl)-benzamide as an oil which foams to a solid on treatment with diethyl ether. ... Reactants: C(C)OC(=O)C=1N=C(N(C(C1O)=O)C)C1=C(C=CC=C1)S(N(C)C)(=O)=O (2-(2-dimethylsulfamoyl-phenyl)-5-hydroxy-1-methyl-6-oxo-1,6-dihydro-pyrimidine-4-carboxylic acid ethyl ester), ClC=1C=C(CN)C=CC1C (3-chloro-4-methylbenzylamine). Yields the product ClC=1C=C(CNC(=O)C=2N=C(N(C(C2O)=O)C)C2=C(C=CC=C2)S(N(C)C)(=O)=O)C=CC1C (N-(3-chloro-4-methylbenzyl)-2-(2-dimethylsulfamoylphenyl)-5-hydroxy-1-methyl-6-oxo-1,6-dihydropyrimidine-4-carboxamide), needles. Isolated yield 61.0%. As a reaction SMILES: C([O:3][C:4]([C:6]1[N:7]=[C:8]([C:15]2[CH:20]=[CH:19][CH:18]=[CH:17][C:16]=2[S:21](=[O:26])(=[O:25])[N:22]([CH3:24])[CH3:23])[N:9]([CH3:14])[C:10](=[O:13])[C:11]=1[OH:12])=O)C.[Cl:27][C:28]1[CH:29]=[C:30]([CH:33]=[CH:34][C:35]=1[CH3:36])[CH2:31][NH2:32]>>[Cl:27][C:28]1[CH:29]=[C:30]([CH:33]=[CH:34][C:35]=1[CH3:36])[CH2:31][NH:32][C:4]([C:6]1[N:7]=[C:8]([C:15]2[CH:20]=[CH:19][CH:18]=[CH:17][C:16]=2[S:21](=[O:26])(=[O:25])[N:22]([CH3:23])[CH3:24])[N:9]([CH3:14])[C:10](=[O:13])[C:11]=1[OH:12])=[O:3]. Reported procedure: Prepared according to the procedure described for example 2 from 2-(2-dimethylsulfamoyl-phenyl)-5-hydroxy-1-methyl-6-oxo-1,6-dihydro-pyrimidine-4-carboxylic acid ethyl ester (0.076 g, 0.2 mmol) and 3-chloro-4-methylbenzylamine (0.14 mL, 1.0 mmol). The title product was obtained as white needles (0.0601 g, 61% yield). 1HNMR (500 MHz, CDCl3) δ: 12.05 (1H, s), 7.92 (1H, dd, J=7.47, 1.83 Hz), 7.72–7.66 (3H, m), 7.38 (1H, dd, J=7.17, 2.29 Hz), 7.19 (1H, s), 7.16 (1H, d, J=7.63 Hz), 7.04 (1H, d, J=7.6...